This data is from the Open Reaction Database (ORD), a public repository of structured organic reaction records. The task is: describe an organic reaction: reactants, conditions, products, and yield Reactants: C(C)(C)(C)OC(=O)N1CCC(CC1)N1N=CC(=C1)B1OC(C(O1)(C)C)(C)C (4-[4-(4,4,5,5-tetramethyl-1,3,2-dioxaborolan-2-yl)-pyrazol-1-yl]-piperidine-1-carboxylic acid tert-butyl ester), BrC1=COC2=C1C=NC(=C2OC(C)C2=C(C(=CC=C2Cl)F)Cl)N (3-bromo-7-[1-(2,6-dichloro-3-fluorophenyl)ethoxy]furo[3,2-c]pyridin-6-ylamine), C([O-])([O-])=O.[K+].[K+] (potassium carbonate). Reagents/catalysts: C=1C=CC(=CC1)[P](C=2C=CC=CC2)(C=3C=CC=CC3)[Pd]([P](C=4C=CC=CC4)(C=5C=CC=CC5)C=6C=CC=CC6)([P](C=7C=CC=CC7)(C=8C=CC=CC8)C=9C=CC=CC9)[P](C=1C=CC=CC1)(C=1C=CC=CC1)C=1C=CC=CC1 (Pd(PPh3)4). The solvent is COCCOC (DME), O (H2O). Reaction conditions: temperature 100 celsius, time 1.5 hour. The product is ClC1=C(C(=CC=C1F)Cl)C(C)OC=1C2=C(C=NC1N)C(=CO2)C=2C=NN(C2)C2CCNCC2 (7-[1-(2,6-Dichloro-3-fluorophenyl)ethoxy]-3-(1-piperidin-4-yl-1H-pyrazol-4-yl)-furo[3,2-c]pyridin-6-ylamine), Cl (HCl). As a reaction SMILES: C(OC([N:8]1[CH2:13][CH2:12][CH:11]([N:14]2[CH:18]=[C:17](B3OC(C)(C)C(C)(C)O3)[CH:16]=[N:15]2)[CH2:10][CH2:9]1)=O)(C)(C)C.Br[C:29]1[C:33]2[CH:34]=[N:35][C:36]([NH2:50])=[C:37]([O:38][CH:39]([C:41]3[C:46]([Cl:47])=[CH:45][CH:44]=[C:43]([F:48])[C:42]=3[Cl:49])[CH3:40])[C:32]=2[O:31][CH:30]=1.C(=O)([O-])[O-].[K+].[K+]>COCCOC.O.C1C=CC([P]([Pd]([P](C2C=CC=CC=2)(C2C=CC=CC=2)C2C=CC=CC=2)([P](C2C=CC=CC=2)(C2C=CC=CC=2)C2C=CC=CC=2)[P](C2C=CC=CC=2)(C2C=CC=CC=2)C2C=CC=CC=2)(C2C=CC=CC=2)C2C=CC=CC=2)=CC=1>[Cl:49][C:42]1[C:43]([F:48])=[CH:44][CH:45]=[C:46]([Cl:47])[C:41]=1[CH:39]([O:38][C:37]1[C:32]2[O:31][CH:30]=[C:29]([C:17]3[CH:16]=[N:15][N:14]([CH:11]4[CH2:10][CH2:9][NH:8][CH2:13][CH2:12]4)[CH:18]=3)[C:33]=2[CH:34]=[N:35][C:36]=1[NH2:50])[CH3:40].[ClH:47] |f:2.3.4,^1:67,69,88,107|. Reported procedure: To a stirred mixture of 4-[4-(4,4,5,5-tetramethyl-1,3,2-dioxaborolan-2-yl)-pyrazol-1-yl]-piperidine-1-carboxylic acid tert-butyl ester (26.94 mg, 0.071 mmol), 3-bromo-7-[1-(2,6-dichloro-3-fluorophenyl)ethoxy]furo[3,2-c]pyridin-6-ylamine (20.0 mg, 0.047 mmol), potassium carbonate (19.7 mg, 0.14 mmol) in DME (2.0 mL) and H2O (0.40 mL) was added Pd(PPh3)4 (2.8 mg, 0.0024 mmol) under Nitrogen. The resulting mixture was refluxed at 100° C. for 30 min. LC-MS indicated completion of reaction. The solve...